This data is from the Open Reaction Database (ORD), a public repository of structured organic reaction records. The task is: describe an organic reaction: reactants, conditions, products, and yield Reactants: C(CCC)[Sn](C1=NC=CN=C1)(CCCC)CCCC (2-tributylstannyl pyrazine), CN(C)C=O (DMF), FC1=CC=C(CNC(C2=CC=C(C=C2)S(=O)(=O)N2C=C(C3=CC=CC=C23)I)=O)C=C1 (N-(4-fluoro-benzyl)-4-(3-iodo-indole-1-sulfonyl)-benzamide), tetrakis(triphenylphosphine)Pd(0). The solvent is O.CCOC(=O)C (H2O EtOAc). Reaction conditions: time 16 hour. Product: FC1=CC=C(CNC(C2=CC=C(C=C2)S(=O)(=O)N2C=C(C3=CC=CC=C23)C2=NC=CN=C2)=O)C=C1 (N-(4-Fluoro-benzyl)-4-(3-pyrazin-2-yl-indole-1-sulfonyl)-benzamide). Reaction SMILES: C([Sn](CCCC)(CCCC)[C:6]1[CH:11]=[N:10][CH:9]=[CH:8][N:7]=1)CCC.[F:20][C:21]1[CH:49]=[CH:48][C:24]([CH2:25][NH:26][C:27](=[O:47])[C:28]2[CH:33]=[CH:32][C:31]([S:34]([N:37]3[C:45]4[C:40](=[CH:41][CH:42]=[CH:43][CH:44]=4)[C:39](I)=[CH:38]3)(=[O:36])=[O:35])=[CH:30][CH:29]=2)=[CH:23][CH:22]=1.CN(C=O)C>O.CCOC(C)=O>[F:20][C:21]1[CH:49]=[CH:48][C:24]([CH2:25][NH:26][C:27](=[O:47])[C:28]2[CH:29]=[CH:30][C:31]([S:34]([N:37]3[C:45]4[C:40](=[CH:41][CH:42]=[CH:43][CH:44]=4)[C:39]([C:6]4[CH:11]=[N:10][CH:9]=[CH:8][N:7]=4)=[CH:38]3)(=[O:36])=[O:35])=[CH:32][CH:33]=2)=[CH:23][CH:22]=1 |f:3.4|. Reported procedure: Degas DMF with N2 for 30 minutes. Add 2-tributylstannyl pyrazine (0.214 g, 0.58 mmol), N-(4-fluoro-benzyl)-4-(3-iodo-indole-1-sulfonyl)-benzamide 0.300 g, 0.56 mmol) and tetrakis(triphenylphosphine)Pd(0) (0.100 g, 0.086 mmol) to DMF (5.0 ml). Heat and stir at 100° under N2 for 16 h. Pour the reaction mixture into H2O-EtOAc. Separate the EtOAc layer and extract several times with H2O, wash with brine, dry (MgSO4) and filter through celite. Remove the solvent on the rotary evaporator to give an oi... Reactants: FC=1C=C(C(=O)N)C=C(C1)F (3,5-Difluorobenzamide), C1(=CC=C(C=C1)S(=O)(=O)O)C (p-toluenesulfonic acid), ClC(C=O)(C)Cl (2,2-Dichloropropionaldehyde), N1N=NC2=C1C=CC=C2 (benzotriazole). Yields the product N1(N=NC2=C1C=CC=C2)CC(CC2(C(=O)N)CC(=CC(=C2)F)F)(Cl)Cl (1-(1H-1,2,3-Benzotriazol-1-yl-2,2-dichloropropyl]-3,5-difluorobenzamide). RXN SMILES: [F:1][C:2]1[CH:3]=[C:4]([CH:8]=[C:9]([F:11])[CH:10]=1)[C:5]([NH2:7])=[O:6].[Cl:12][C:13]([Cl:17])([CH3:16])[CH:14]=O.[NH:18]1[C:22]2[CH:23]=[CH:24][CH:25]=[CH:26][C:21]=2[N:20]=[N:19]1.C1(C)C=CC(S(O)(=O)=O)=CC=1>>[N:18]1([CH2:14][C:13]([Cl:17])([Cl:12])[CH2:16][C:4]2([CH:3]=[C:2]([F:1])[CH:10]=[C:9]([F:11])[CH2:8]2)[C:5]([NH2:7])=[O:6])[C:22]2[CH:23]=[CH:24][CH:25]=[CH:26][C:21]=2[N:20]=[N:19]1. Reported procedure: 3,5-Difluorobenzamide, the product from Example 24A, benzotriazole, and p-toluenesulfonic acid were processed as described in Example 1C to provide the title compound. Starting materials: C(C)OC1=C(C=C(C=C1)F)C=1C2=C(N=CN1)C(=C(N2)C)C(=O)NC2CCNCC2 (4-(2-ethoxy-5-fluorophenyl)-6-methyl-N-(piperidin-4-yl)-5H-pyrrolo[3,2-d]pyrimidine-7-carboxamide), C(C)(=O)Cl (acetyl chloride). Yields the product C(C)(=O)N1CCC(CC1)NC(=O)C1=C(NC2=C1N=CN=C2C2=C(C=CC(=C2)F)OCC)C (N-(1-acetylpiperidin-4-yl)-4-(2-ethoxy-5-fluorophenyl)-6-methyl-5H-pyrrolo[3,2-d]pyrimidine-7-carboxamide). RXN SMILES: [CH2:1]([O:3][C:4]1[CH:9]=[CH:8][C:7]([F:10])=[CH:6][C:5]=1[C:11]1[C:12]2[NH:19][C:18]([CH3:20])=[C:17]([C:21]([NH:23][CH:24]3[CH2:29][CH2:28][NH:27][CH2:26][CH2:25]3)=[O:22])[C:13]=2[N:14]=[CH:15][N:16]=1)[CH3:2].[C:30](Cl)(=[O:32])[CH3:31]>>[C:30]([N:27]1[CH2:26][CH2:25][CH:24]([NH:23][C:21]([C:17]2[C:13]3[N:14]=[CH:15][N:16]=[C:11]([C:5]4[CH:6]=[C:7]([F:10])[CH:8]=[CH:9][C:4]=4[O:3][CH2:1][CH3:2])[C:12]=3[NH:19][C:18]=2[CH3:20])=[O:22])[CH2:29][CH2:28]1)(=[O:32])[CH3:31]. Procedure details: Starting from 4-(2-ethoxy-5-fluorophenyl)-6-methyl-N-(piperidin-4-yl)-5H-pyrrolo[3,2-d]pyrimidine-7-carboxamide (example D.f17) and commercially acetyl chloride the title compound is obtained as colorless solid. Starting materials: ClC=1C=C(C=CC1)C(CC1CCC(CC1)=O)C (4-[2-(3-chlorophenyl)propan-yl]cyclohexanone), C(#N)NC(=N)N (cyanoguanidine), C(C)OCCOCCO (2-(2-ethoxyethoxy)ethanol). Product: NC1=NC=2CCC(CC2C(=N1)N)C(C)(C)C1=CC(=CC=C1)Cl (2,4-diamino-6-[2-(3-chlorophenyl)propan-2-yl]-5,6,7,8-tetrahydroquinazoline). Reaction SMILES: [Cl:1][C:2]1[CH:3]=[C:4]([CH:8]([CH3:17])[CH2:9][CH:10]2[CH2:15][CH2:14][C:13](=O)[CH2:12]C2)[CH:5]=[CH:6][CH:7]=1.[C:18]([NH:20][C:21]([NH2:23])=[NH:22])#[N:19].[CH2:24](OCCOCCO)C>>[NH2:22][C:21]1[N:20]=[C:18]([NH2:19])[C:13]2[CH2:12][CH:9]([C:8]([C:4]3[CH:5]=[CH:6][CH:7]=[C:2]([Cl:1])[CH:3]=3)([CH3:17])[CH3:24])[CH2:10][CH2:15][C:14]=2[N:23]=1. Reported procedure: This compound is prepared in a manner analogous to that of Example 1, using 3.2 grams (0.013 mole) of 4-[2-(3-chlorophenyl)propan-yl]cyclohexanone and 1.2 grams (0.014 mole) of cyanoguanidine in 2-(2-ethoxyethoxy)ethanol, yielding 2,4-diamino-6-[2-(3-chlorophenyl)propan-2-yl]-5,6,7,8-tetrahydroquinazoline. Reactants: white solid, BrC1=NC=C(C=C1NS(=O)(=O)C1=CC(=C(C=C1)Cl)C(C)(C)C)Cl (N-(2-bromo-5-chloro-pyridin-3-yl)-3-tert-butyl-4-chloro-benzenesulfonamide), C([O-])([O-])=O.[K+].[K+] (potassium carbonate), COCCl (methoxymethyl chloride). Solvent: C1CCOC1 (THF). Product: BrC1=NC=C(C=C1N(S(=O)(=O)C1=CC(=C(C=C1)Cl)C(C)(C)C)COC)Cl (N-(2-Bromo-5-chloro-pyridin-3-yl)-3-tert-butyl-4-chloro-N-methoxymethyl-benzenesulfonamide). As a reaction SMILES: [Br:1][C:2]1[C:7]([NH:8][S:9]([C:12]2[CH:17]=[CH:16][C:15]([Cl:18])=[C:14]([C:19]([CH3:22])([CH3:21])[CH3:20])[CH:13]=2)(=[O:11])=[O:10])=[CH:6][C:5]([Cl:23])=[CH:4][N:3]=1.C(=O)([O-])[O-].[K+].[K+].[CH3:30][O:31][CH2:32]Cl>C1COCC1>[Br:1][C:2]1[C:7]([N:8]([CH2:30][O:31][CH3:32])[S:9]([C:12]2[CH:17]=[CH:16][C:15]([Cl:18])=[C:14]([C:19]([CH3:20])([CH3:22])[CH3:21])[CH:13]=2)(=[O:11])=[O:10])=[CH:6][C:5]([Cl:23])=[CH:4][N:3]=1 |f:1.2.3|. Reported procedure: Prepared from 480 mg (1.10 mmol) of N-(2-bromo-5-chloro-pyridin-3-yl)-3-tert-butyl-4-chloro-benzenesulfonamide, 400 mg of potassium carbonate and 170 μL (1.57 mmol) of methoxymethyl chloride in 2 mL THF using procedure x. Yield: 160 mg of a white solid. LC-MSD, m/z for C17H19BrCl2N2O3S [M+H]+=480.9, 482.9, 484.9 The reactants are IC=1C=NNC1 (4-Iodo-1H-pyrazole), C([O-])([O-])=O.[Cs+].[Cs+] (cesium carbonate), CS(=O)(=O)OC[C@@H]1[C@H](N(C(C1)=O)CC1=CC=C(C=C1)OC)C ([(2R,3S)-1-(4-methoxybenzyl)-2-methyl-5-oxopyrrolidin-3-yl]methyl rac-methanesulfonate). Run in CN(C)C=O (DMF), O (water). Run at temperature 90 celsius, time 3 hour. The product is IC=1C=NN(C1)CC1CC(N(C1C)CC1=CC=C(C=C1)OC)=O (rac-(4R,5R)-4-[(4-iodo-1H-pyrazol-1-yl)methyl]-1-(4-methoxybenzyl)-5-methylpyrrolidin-2-one). Reaction SMILES: [I:1][C:2]1[CH:3]=[N:4][NH:5][CH:6]=1.C(=O)([O-])[O-].[Cs+].[Cs+].CS(O[CH2:18][C@H:19]1[CH2:23][C:22](=[O:24])[N:21]([CH2:25][C:26]2[CH:31]=[CH:30][C:29]([O:32][CH3:33])=[CH:28][CH:27]=2)[C@@H:20]1[CH3:34])(=O)=O>CN(C=O)C.O>[I:1][C:2]1[CH:3]=[N:4][N:5]([CH2:18][CH:19]2[CH:20]([CH3:34])[N:21]([CH2:25][C:26]3[CH:27]=[CH:28][C:29]([O:32][CH3:33])=[CH:30][CH:31]=3)[C:22](=[O:24])[CH2:23]2)[CH:6]=1 |f:1.2.3|. Procedure: 4-Iodo-1H-pyrazole (0.93 g, 4.77 mmol) and cesium carbonate (2.59 g, 7.95 mmol) were added to a solution of [(2R,3S)-1-(4-methoxybenzyl)-2-methyl-5-oxopyrrolidin-3-yl]methyl rac-methanesulfonate (1.3 g, 3.98 mmol) in DMF (26 mL). The mixture was stirred at 90° C. under a nitrogen atmosphere for 3 hours. After cooling to room temperature, the mixture was diluted with water (50 mL) and extracted with ethyl acetate (100 mL×3). The combined organic layers were dried over sodium sulfate, filtered, an... The reactants are NN1C(C2=CC=CC=C2C(=N1)C1=CC(=CC=C1)Cl)=O (2-amino-4-(3-chlorophenyl)phthalazin-1(2H)-one), ClC1=CC=C(C=C1)CC(=O)O (2-(4-chlorophenyl)acetic acid). The product is ClC1=CC=C(C=C1)CC(=O)NN1C(C2=CC=CC=C2C(=N1)C1=CC(=CC=C1)Cl)=O (2-(4-chlorophenyl)-N-[4-(3-chlorophenyl)-1-oxophthalazin-2(1H)-yl]acetamide). As a reaction SMILES: [NH2:1][N:2]1[N:11]=[C:10]([C:12]2[CH:17]=[CH:16][CH:15]=[C:14]([Cl:18])[CH:13]=2)[C:9]2[C:4](=[CH:5][CH:6]=[CH:7][CH:8]=2)[C:3]1=[O:19].[Cl:20][C:21]1[CH:26]=[CH:25][C:24]([CH2:27][C:28](O)=[O:29])=[CH:23][CH:22]=1>>[Cl:20][C:21]1[CH:26]=[CH:25][C:24]([CH2:27][C:28]([NH:1][N:2]2[N:11]=[C:10]([C:12]3[CH:17]=[CH:16][CH:15]=[C:14]([Cl:18])[CH:13]=3)[C:9]3[C:4](=[CH:5][CH:6]=[CH:7][CH:8]=3)[C:3]2=[O:19])=[O:29])=[CH:23][CH:22]=1. Reported procedure: The product of Example 125A and 2-(4-chlorophenyl)acetic acid were processed using a method similar to that described in Example 17C to afford the title compound. 1H NMR (400 MHz, DMSO-d6) δ ppm 11.74 (s, 1H), 8.39-8.42 (m, 1H), 7.90-8.05 (m, 2H), 7.68-7.74 (m, 1H), 7.55-7.67 (m, 4H), 7.35-7.46 (m, 4H), 3.71 (s, 2H); MS (ESI+) m/z 424 (M+H)+. Starting materials: CCI, CCOC(=O)CCCC1(C)OCCO1, CC(C)[N-]C(C)C, [Li+], C1CCOC1. The product is CCOC(=O)C(CC)CCC1(C)OCCO1. As a reaction SMILES: [CH2:23]([I:24])[CH3:25].[CH2:9]([CH3:10])[O:11][C:12]([CH2:13][CH2:14][CH2:15][C:16]1([CH3:21])[O:17][CH2:18][CH2:19][O:20]1)=[O:22].[CH:1]([CH3:2])([N-:3][CH:4]([CH3:5])[CH3:6])[CH3:7].[Li+:8].[O:26]1[CH2:27][CH2:28][CH2:29][CH2:30]1>>[CH2:1]([CH3:2])[CH:13]([C:12]([O:11][CH2:9][CH3:10])=[O:22])[CH2:14][CH2:15][C:16]1([CH3:21])[O:17][CH2:18][CH2:19][O:20]1. The reactants are hydrochloride salt, CC1=CC=C(C=C1)S(=O)(=O)OCC1OC2=C(C1)C=C(C=C2C2=C(C=CC=C2C)C)Cl ([5-chloro-7-(2,6-dimethylphenyl)-2,3-dihydro-1-benzofuran-2-yl]methyl 4-methylbenzenesulfonate), N1CCCCC1 (piperidine). Yields the product ClC=1C=C(C2=C(CC(O2)CN2CCCCC2)C1)C1=C(C=CC=C1C)C ((±)-1-{[5-chloro-7-(2,6-dimethylphenyl)-2,3-dihydro-1-benzofuran-2-yl]methyl}piperidine). Reaction SMILES: CC1C=CC(S(O[CH2:12][CH:13]2[CH2:17][C:16]3[CH:18]=[C:19]([Cl:30])[CH:20]=[C:21]([C:22]4[C:27]([CH3:28])=[CH:26][CH:25]=[CH:24][C:23]=4[CH3:29])[C:15]=3[O:14]2)(=O)=O)=CC=1.[NH:31]1[CH2:36][CH2:35][CH2:34][CH2:33][CH2:32]1>>[Cl:30][C:19]1[CH:20]=[C:21]([C:22]2[C:27]([CH3:28])=[CH:26][CH:25]=[CH:24][C:23]=2[CH3:29])[C:15]2[O:14][CH:13]([CH2:12][N:31]3[CH2:36][CH2:35][CH2:34][CH2:33][CH2:32]3)[CH2:17][C:16]=2[CH:18]=1. Reported procedure: The title compound was prepared (0.095 g, 72%) following the general procedure of Example 390 as a white solid, hydrochloride salt from (±)-([5-chloro-7-(2,6-dimethylphenyl)-2,3-dihydro-1-benzofuran-2-yl]methyl 4-methylbenzenesulfonate (0.15 g, 0.338 mmol) and piperidine (0.58 g, 6.76 mmol). mp >235° C. The reactants are C(#N)C1=C(C=C(C=C1)C)F (4-cyano-3-fluorotoluene), BrN1C(CCC1=O)=O (N-bromosuccinimide), C(C1=CC=CC=C1)(=O)OOC(C1=CC=CC=C1)=O (benzoylperoxide), crude material, BrN1C(CCC1=O)=O (N-bromosuccinimide). Solvent: C(Cl)(Cl)(Cl)Cl (carbontetrachloride). The product is C(#N)C1=C(C=C(CBr)C=C1)F (4-cyano-3-fluorobenzylbromide). Reaction SMILES: [C:1]([C:3]1[CH:8]=[CH:7][C:6]([CH3:9])=[CH:5][C:4]=1[F:10])#[N:2].[Br:11]N1C(=O)CCC1=O.C(OOC(=O)C1C=CC=CC=1)(=O)C1C=CC=CC=1>C(Cl)(Cl)(Cl)Cl>[C:1]([C:3]1[CH:8]=[CH:7][C:6]([CH2:9][Br:11])=[CH:5][C:4]=1[F:10])#[N:2]. Reported procedure: To a solution of the product from Step C (22.2 g, 165 mmol) in 220 mL of carbontetrachloride was added N-bromosuccinimide (29.2 g, 164 mmol) and benzoylperoxide (1.1 g). The reaction was heated to reflux for 30 minutes, then cooled to room temperature. The solution was concentrated in vacuo to one-third the original volume, poured into EtOAc, washed with water, sat. aq. NaHCO3, and brine, then dried (Na2SO4), filtered, and concentrated in vacuo to provide the crude product. Analysis by 1H NMR in...